Dataset: the Open Reaction Database (ORD), a public repository of structured organic reaction records. Task: describe an organic reaction: reactants, conditions, products, and yield Starting materials: Cl (hydrochloric acid), N1C(=CC2=CC=CC=C12)C(=O)OC (methyl 1H-indole-2-carboxylate), [H-].[Na+] (sodium hydride), BrCCC (1-bromopropane). Solvent: CS(=O)C (dimethylsulphoxide). Conditions: temperature 60 celsius, time 30 minute. Product: C(CC)N1C(=CC2=CC=CC=C12)C(=O)OC (methyl 1-propyl-1H-indole-2-carboxylate). RXN SMILES: [NH:1]1[C:9]2[C:4](=[CH:5][CH:6]=[CH:7][CH:8]=2)[CH:3]=[C:2]1[C:10]([O:12][CH3:13])=[O:11].[H-].[Na+].Br[CH2:17][CH2:18][CH3:19].Cl>CS(C)=O>[CH2:17]([N:1]1[C:9]2[C:4](=[CH:5][CH:6]=[CH:7][CH:8]=2)[CH:3]=[C:2]1[C:10]([O:12][CH3:13])=[O:11])[CH2:18][CH3:19] |f:1.2|. Reported procedure: A suspension of methyl 1H-indole-2-carboxylate (5.0 g) and sodium hydride (60% dispersion in oil, 1.3 g) in dry dimethylsulphoxide was stirred at 60° C. for 30 minutes. The reaction mixture was cooled to room temperature before adding 1-bromopropane (2.85 ml) and then heated at 60°-80° C. for 3 hours. The cooled reaction mixture was poured into dilute hydrochloric acid and extracted with diethyl ether. The combined organic extracts were washed with water, dried (MgSO4) and the solvent removed in... The reactants are C, O=C(OCc1ccccc1)N1CCN(c2nc(OCC(O)C(O)CO)c3ccccc3n2)CC1, CO, C1COCCO1, [Pd]. The product is OCC(O)C(O)COc1nc(N2CCNCC2)nc2ccccc12. Reaction SMILES: [C:43].[CH2:1]([O:2][C:3](=[O:4])[N:11]1[CH2:12][CH2:13][N:14]([c:17]2[n:18][c:19]3[cH:20][cH:21][cH:22][cH:23][c:24]3[c:25]([O:27][CH2:28][CH:29]([CH:30]([CH2:31][OH:32])[OH:33])[OH:34])[n:26]2)[CH2:15][CH2:16]1)[c:5]1[cH:6][cH:7][cH:8][cH:9][cH:10]1.[CH3:41][OH:42].[O:35]1[CH2:36][CH2:37][O:38][CH2:39][CH2:40]1.[Pd:44]>>[NH:11]1[CH2:12][CH2:13][N:14]([c:17]2[n:18][c:19]3[cH:20][cH:21][cH:22][cH:23][c:24]3[c:25]([O:27][CH2:28][CH:29]([CH:30]([CH2:31][OH:32])[OH:33])[OH:34])[n:26]2)[CH2:15][CH2:16]1.